From a dataset of the Open Reaction Database (ORD), a public repository of structured organic reaction records. describe an organic reaction: reactants, conditions, products, and yield Reactants: O.C1(=CC=C(C=C1)S(=O)(=O)O)C (p-Toluenesulfonic acid monohydrate), O1CCCC=C1 (3,4-dihydro-2H-pyran), ClC1=NC(=CC2=C1C=NN2)C (4-chloro-6-methyl-1H-pyrazolo[4,3-c]pyridine). The solvent is ClCCl (dichloromethane). Conditions: time 4 hour. Yields the product ClC1=NC(=CC2=C1C=NN2C2OCCCC2)C (4-Chloro-6-methyl-1-(tetrahydro-2H-pyran-2-yl)-1H-pyrazolo[4,3-c]pyridine). Reaction SMILES: O.C1(C)C=CC(S(O)(=O)=O)=CC=1.[O:13]1[CH:18]=[CH:17][CH2:16][CH2:15][CH2:14]1.[Cl:19][C:20]1[C:25]2[CH:26]=[N:27][NH:28][C:24]=2[CH:23]=[C:22]([CH3:29])[N:21]=1>ClCCl>[Cl:19][C:20]1[C:25]2[CH:26]=[N:27][N:28]([CH:18]3[CH2:17][CH2:16][CH2:15][CH2:14][O:13]3)[C:24]=2[CH:23]=[C:22]([CH3:29])[N:21]=1 |f:0.1|. Reported procedure: p-Toluenesulfonic acid monohydrate (29 mg, 0.15 mmol) and 3,4-dihydro-2H-pyran (99%, 205 μL, 2.39 mmol) were sequentially added to a suspension of C1 (250 mg, 1.49 mmol) and 4 Å molecular sieves in dichloromethane (10 mL). The reaction mixture was allowed to stir at room temperature for 4 hours, at which time it was filtered, concentrated in vacuo, and washed three times with heptane. Purification via silica gel chromatography (Gradient: 20% to 50% ethyl acetate in heptane) afforded the product ...